This data is from the Open Reaction Database (ORD), a public repository of structured organic reaction records. The task is: describe an organic reaction: reactants, conditions, products, and yield Reactants: CS(C)=O, CC(C)CO, O=C(O)c1ccncc1Cl, [Na]. Product: CC(C)COc1cnccc1C(=O)O. As a reaction SMILES: [CH3:17][S:18]([CH3:19])=[O:20].[CH3:2][CH:3]([CH2:4][OH:5])[CH3:6].[Cl:7][c:8]1[c:9]([C:10](=[O:11])[OH:12])[cH:13][cH:14][n:15][cH:16]1.[Na:1]>>[CH3:2][CH:3]([CH2:4][O:5][c:8]1[c:9]([C:10](=[O:11])[OH:12])[cH:13][cH:14][n:15][cH:16]1)[CH3:6]. The reactants are BrC1=CC=C(C=C1)CC(CO)O (3-(4-bromo-phenyl)-propane-1,2-diol), C1(=CC=C(C=C1)S(=O)(=O)O)C (p-toluenesulfonic acid). The solvent is CN(C)C=O (DMF), COC(C)(C)OC (2,2-dimethoxypropane), C(=O)(O)[O-].[Na+] (NaHCO3). The product is BrC1=CC=C(CC2OC(OC2)(C)C)C=C1 (4-(4-bromo-benzyl)-2,2-dimethyl-[1,3]dioxolane). Isolated yield 1994.1%. RXN SMILES: [Br:1][C:2]1[CH:7]=[CH:6][C:5]([CH2:8][CH:9]([OH:12])[CH2:10][OH:11])=[CH:4][CH:3]=1.[C:13]1(C)[CH:18]=CC(S(O)(=O)=O)=C[CH:14]=1>CN(C=O)C.COC(OC)(C)C.C([O-])(O)=O.[Na+]>[Br:1][C:2]1[CH:3]=[CH:4][C:5]([CH2:8][CH:9]2[CH2:10][O:11][C:13]([CH3:18])([CH3:14])[O:12]2)=[CH:6][CH:7]=1 |f:4.5|. Procedure: A solution of 3-(4-bromo-phenyl)-propane-1,2-diol (1.41 g, 6.10 mmol) and p-toluenesulfonic acid (50 mg) in DMF (10 mL), 2,2-dimethoxypropane (10 mL) is stirred at rt for 2 h. The reaction mixture is diluted with sat. aq. NaHCO3 (150 mL) and extracted with diethyl ether (2×200 mL). The organic extracts are washed with water (200 mL), dried over MgSO4 and evaporated to give 4-(4-bromo-benzyl)-2,2-dimethyl-[1,3]dioxolane (1.57 g) as a pale brownish oil; LC-MS: tR=1.00 min. Reactants: CCCC[Sn](CCCC)(CCCC)c1ccsc1, Cc1ccccc1, COc1c(I)c(=O)c2ccc(Cl)cc2[nH]c1=O, O=C(C=Cc1ccccc1)C=Cc1ccccc1, O=C(C=Cc1ccccc1)C=Cc1ccccc1, O=C(C=Cc1ccccc1)C=Cc1ccccc1, [Pd], [Pd], c1coc(P(c2ccco2)c2ccco2)c1. The product is COc1c(-c2ccsc2)c(=O)c2ccc(Cl)cc2[nH]c1=O. RXN SMILES: [CH2:34]([Sn:35]([CH2:36][CH2:37][CH2:38][CH3:44])([c:39]1[cH:40][s:41][cH:42][cH:43]1)[CH2:45][CH2:46][CH2:47][CH3:48])[CH2:49][CH2:50][CH3:51].[CH3:52][c:53]1[cH:54][cH:55][cH:56][cH:57][cH:58]1.[Cl:17][c:18]1[cH:19][cH:20][c:21]2[c:22]([nH:23][c:24](=[O:32])[c:25]([O:30][CH3:31])[c:26]([I:29])[c:27]2=[O:28])[cH:33]1.[O:61]=[C:62]([CH:63]=[CH:64][c:65]1[cH:66][cH:67][cH:68][cH:69][cH:70]1)[CH:71]=[CH:72][c:73]1[cH:74][cH:75][cH:76][cH:77][cH:78]1.[O:79]=[C:80]([CH:81]=[CH:82][c:83]1[cH:84][cH:85][cH:86][cH:87][cH:88]1)[CH:89]=[CH:90][c:91]1[cH:92][cH:93][cH:94][cH:95][cH:96]1.[O:97]=[C:98]([CH:99]=[CH:100][c:101]1[cH:102][cH:103][cH:104][cH:105][cH:106]1)[CH:107]=[CH:108][c:109]1[cH:110][cH:111][cH:112][cH:113][cH:114]1.[Pd:59].[Pd:60].[o:1]1[cH:2][cH:3][cH:4][c:5]1[P:6]([c:7]1[o:8][cH:9][cH:10][cH:11]1)[c:12]1[o:13][cH:14][cH:15][cH:16]1>>[Cl:17][c:18]1[cH:19][cH:20][c:21]2[c:22]([nH:23][c:24](=[O:32])[c:25]([O:30][CH3:31])[c:26](-[c:39]3[cH:40][s:41][cH:42][cH:43]3)[c:27]2=[O:28])[cH:33]1. Reactants: CCOC(=O)CNS(=O)(=O)c1cnc(N)s1, C1CCOC1, CN(C)c1ccncc1, C1CCC(NC2CCCCC2)CC1. Yields the product CCOC(=O)CNS(=O)(=O)c1cnc(NC(=O)N(C2CCCCC2)C2CCCCC2)s1. RXN SMILES: [CH2:1]([CH3:2])[O:3][C:4]([CH2:5][NH:6][S:7](=[O:8])(=[O:9])[c:10]1[cH:11][n:12][c:13]([NH2:15])[s:14]1)=[O:16].[CH2:30]1[CH2:32][CH2:31][CH2:33][O:34]1.[CH3:35][N:36]([c:37]1[cH:38][cH:39][n:40][cH:41][cH:42]1)[CH3:43].[CH:17]1([NH:23][CH:24]2[CH2:25][CH2:26][CH2:27][CH2:28][CH2:29]2)[CH2:18][CH2:19][CH2:20][CH2:21][CH2:22]1>>[CH2:1]([CH3:2])[O:3][C:4]([CH2:5][NH:6][S:7](=[O:8])(=[O:9])[c:10]1[cH:11][n:12][c:13]([NH:15][C:33]([N:23]([CH:17]2[CH2:18][CH2:19][CH2:20][CH2:21][CH2:22]2)[CH:24]2[CH2:25][CH2:26][CH2:27][CH2:28][CH2:29]2)=[O:34])[s:14]1)=[O:16]. Reactants: base, CN(C1(CCC(CC1)=O)C1=CC=CC=C1)C (4-(dimethylamino)-4-phenylcyclohexanone), Cl.NC(CC1=CNC2=CC=CC=C12)C(=O)N (D,L-tryptophanamide hydrochloride), C(=O)(O)[O-].[Na+] (NaHCO3), [BH-](OC(=O)C)(OC(=O)C)OC(=O)C.[Na+] (NaBH(OAc)3), C(C)(=O)O (acetic acid), [O-]S(=O)(=O)[O-].[Na+].[Na+] (Na2SO4), C(=O)(O)[O-].[Na+] (NaHCO3). Run in O1CCCC1 (tetrahydrofuran), ClCCCl (1,2-dichloroethane), O1CCCC1 (tetrahydrofuran), ClCCCl (1,2-dichloroethane). Conditions: time 2 day. The product is Cl.Cl.CN(C1(CCC(CC1)NC(C(=O)N)CC1=CNC2=CC=CC=C12)C1=CC=CC=C1)C (2-(4-(dimethylamino)-4-phenylcyclohexylamino)-3-(1H-indol-3-yl)propanamide dihydrochloride). RXN SMILES: [ClH:1].[NH2:2][CH:3]([C:14]([NH2:16])=[O:15])[CH2:4][C:5]1[C:13]2[C:8](=[CH:9][CH:10]=[CH:11][CH:12]=2)[NH:7][CH:6]=1.C([O-])(O)=O.[Na+].[CH3:22][N:23]([CH3:37])[C:24]1([C:31]2[CH:36]=[CH:35][CH:34]=[CH:33][CH:32]=2)[CH2:29][CH2:28][C:27](=O)[CH2:26][CH2:25]1.C(O)(=O)C.[O-]S([O-])(=O)=O.[Na+].[Na+].[BH-](OC(C)=O)(OC(C)=O)OC(C)=O.[Na+]>O1CCCC1.ClCCCl>[ClH:1].[ClH:1].[CH3:22][N:23]([CH3:37])[C:24]1([C:31]2[CH:32]=[CH:33][CH:34]=[CH:35][CH:36]=2)[CH2:25][CH2:26][CH:27]([NH:2][CH:3]([CH2:4][C:5]2[C:13]3[C:8](=[CH:9][CH:10]=[CH:11][CH:12]=3)[NH:7][CH:6]=2)[C:14]([NH2:16])=[O:15])[CH2:28][CH2:29]1 |f:0.1,2.3,6.7.8,9.10,13.14.15|. Procedure details: D,L-tryptophanamide hydrochloride (1.49 g, 6.25 mmol) was vigorously stirred with 1,2-dichloroethane (30 ml), tetrahydrofuran (20 ml) and saturated NaHCO3 solution (40 ml) for 15 min and the aqueous phase was then immediately extracted with a tetrahydrofuran/ethyl acetate mixture (1:3.5×40 ml). After drying with Na2SO4 the organic phase was concentrated to low volume. The released base (1.03 g, 5.06 mmol) and 4-(dimethylamino)-4-phenylcyclohexanone (1.09 g, 5.06 mmol) were dissolved in tetrahydr...